From a dataset of the Open Reaction Database (ORD), a public repository of structured organic reaction records. describe an organic reaction: reactants, conditions, products, and yield Reactants: [N+](=O)([O-])C=1NC=CN1 (2-nitroimidazole), C12C(CCC1)O2 (cyclopentene oxide), C([O-])([O-])=O.[K+].[K+] (potassium carbonate). Run in C(C)O (ethanol). Run at time 20 hour. Yields the product OC1C(CCC1)N1C(=NC=C1)[N+](=O)[O-] (1-(2-Hydroxycyclopentyl)-2-nitroimidazole). The yield is 47.3%. Reaction SMILES: [N+:1]([C:4]1[NH:5][CH:6]=[CH:7][N:8]=1)([O-:3])=[O:2].[CH:9]12[O:14][CH:10]1[CH2:11][CH2:12][CH2:13]2.C(=O)([O-])[O-].[K+].[K+]>C(O)C>[OH:14][CH:10]1[CH2:11][CH2:12][CH2:13][CH:9]1[N:5]1[CH:6]=[CH:7][N:8]=[C:4]1[N+:1]([O-:3])=[O:2] |f:2.3.4|. Reported procedure: A suspension of 0.339 g (3 mmol) of 2-nitroimidazole, 30 ml of ethanol, 3.5 ml of cyclopentene oxide and 0.15 g of potassium carbonate was refluxed with stirring under nitrogen for 20 hr. A clear yellow solution resulted; this was evaporated and the residue dissolved in 50 ml of chloroform and filtered. The filtrate was evaporated to yield 0.28 g (47.3%) of the title compound. It was recrystallized from ethyl acetate, mp 109° C. The reactants are BrCC1=CC=2C(C3=CC(=CC=C3C2C=C1)CBr)CCOCCOCCOC (2,7-bis(bromomethyl)-9-{2-[2-(2-methoxyethoxy)ethoxy]ethyl}fluorene), C1(=CC=CC=C1)P(C1=CC=CC=C1)C1=CC=CC=C1 (triphenylphosphine), CN(C=O)C (dimethylformamide), three-hole. Run in C(C)OCC (ethylether). Yields the product C1(=CC=CC=C1)[PH+](C1=CC=CC=C1)C1=CC=CC=C1.BrCC1=CC=2C(C3=CC(=CC=C3C2C=C1)CBr)CCOCCOCCOC (2,7-bis(bromomethyl)-9-{2-[2-(2-methoxyethoxy)ethoxy]ethyl}fluorene triphenylphosphonium salt). Yield: 127.4%. As a reaction SMILES: [Br:1][CH2:2][C:3]1[CH:15]=[CH:14][C:13]2[C:12]3[C:7](=[CH:8][C:9]([CH2:16][Br:17])=[CH:10][CH:11]=3)[CH:6]([CH2:18][CH2:19][O:20][CH2:21][CH2:22][O:23][CH2:24][CH2:25][O:26][CH3:27])[C:5]=2[CH:4]=1.[C:28]1([P:34]([C:41]2[CH:46]=[CH:45][CH:44]=[CH:43][CH:42]=2)[C:35]2[CH:40]=[CH:39][CH:38]=[CH:37][CH:36]=2)[CH:33]=[CH:32][CH:31]=[CH:30][CH:29]=1.CN(C)C=O>C(OCC)C>[C:41]1([PH+:34]([C:28]2[CH:29]=[CH:30][CH:31]=[CH:32][CH:33]=2)[C:35]2[CH:40]=[CH:39][CH:38]=[CH:37][CH:36]=2)[CH:42]=[CH:43][CH:44]=[CH:45][CH:46]=1.[Br:1][CH2:2][C:3]1[CH:15]=[CH:14][C:13]2[C:12]3[C:7](=[CH:8][C:9]([CH2:16][Br:17])=[CH:10][CH:11]=3)[CH:6]([CH2:18][CH2:19][O:20][CH2:21][CH2:22][O:23][CH2:24][CH2:25][O:26][CH3:27])[C:5]=2[CH:4]=1 |f:4.5|. Reported procedure: In a 1 L three-hole flask equipped with a stirrer, a thermometer and a reflux condenser, 24.9 g (0.05 mol) of 2,7-bis(bromomethyl)-9-{2-[2-(2-methoxyethoxy)ethoxy]ethyl}fluorene, 39.3 g (0.15 mol) of triphenylphosphine, and 300 ml of dimethylformamide were introduced and reacted for 12 hours at reflux temperature. After reaction, the temperature was decreased to room temperature, and the reactant was dropped down slowly in 1.5 L of ethylether solvent under agitation, to obtain a white solid. Aft... The reactants are C(C1=CC=CC=C1)OC=1C=CC=2C3=C(C=NC2C1)N=C(N3CC3OC(OC3)(C)C)COCC (7-benzyloxy-1-[(2,2-dimethyl[1,3]dioxolan-4-yl)methyl]-2-ethoxymethyl-1H-imidazo[4,5-c]quinoline). The reagents and catalysts are [OH-].[Pd+2].[OH-] (Palladium hydroxide). Solvent: C(C)#N (acetonitrile), C(Cl)(Cl)Cl.CO (chloroform methanol). The product is CC1(OCC(O1)CN1C(=NC=2C=NC=3C=C(C=CC3C21)O)COCC)C (1-[(2,2-dimethyl-1,3-dioxolan-4-yl)methyl]-2-(ethoxymethyl)-1H-imidazo[4,5-c]quinolin-7-ol). Yield: 93.4%. RXN SMILES: C([O:8][C:9]1[CH:10]=[CH:11][C:12]2[C:13]3[N:21]([CH2:22][CH:23]4[CH2:27][O:26][C:25]([CH3:29])([CH3:28])[O:24]4)[C:20]([CH2:30][O:31][CH2:32][CH3:33])=[N:19][C:14]=3[CH:15]=[N:16][C:17]=2[CH:18]=1)C1C=CC=CC=1>C(#N)C.C(Cl)(Cl)Cl.CO.[OH-].[Pd+2].[OH-]>[CH3:28][C:25]1([CH3:29])[O:24][CH:23]([CH2:22][N:21]2[C:13]3[C:12]4[CH:11]=[CH:10][C:9]([OH:8])=[CH:18][C:17]=4[N:16]=[CH:15][C:14]=3[N:19]=[C:20]2[CH2:30][O:31][CH2:32][CH3:33])[CH2:27][O:26]1 |f:2.3,4.5.6|. Reported procedure: Palladium hydroxide (Pearlman's catalyst) (20% wt. % palladium on carbon, 2.2 g) was added to a solution of 7-benzyloxy-1-[(2,2-dimethyl[1,3]dioxolan-4-yl)methyl]-2-ethoxymethyl-1H-imidazo[4,5-c]quinoline (22.2 g, 49.6 mmol) in acetonitrile (400 mL) and the reaction mixture was hydrogenated (30 psi, 2.1×105 Pa) for 24 hours on a Parr apparatus. The crude reaction mixture was diluted with 1:1 chloroform/methanol (1 L), then was filtered through a layer of CELITE filter agent. The filtrate was con... Starting materials: Br, CCCC1CCC(c2ccc3cc(OC)ccc3c2)CC1, CC(=O)O, O. Product: CCCC1CCC(c2ccc3cc(O)ccc3c2)CC1. Reaction SMILES: [BrH:26].[CH3:1][O:2][c:3]1[cH:4][c:5]2[cH:6][cH:7][c:8]([CH:13]3[CH2:14][CH2:15][CH:16]([CH2:19][CH2:20][CH3:21])[CH2:17][CH2:18]3)[cH:9][c:10]2[cH:11][cH:12]1.[CH3:22][C:23](=[O:24])[OH:25].[OH2:27]>>[OH:2][c:3]1[cH:4][c:5]2[cH:6][cH:7][c:8]([CH:13]3[CH2:14][CH2:15][CH:16]([CH2:19][CH2:20][CH3:21])[CH2:17][CH2:18]3)[cH:9][c:10]2[cH:11][cH:12]1. Reactants: C1(CCCCC1)NC(=O)OC1C(C(C2(CO2)CC1)C1(OC1CC=C(C)C)C)OC (6-cyclohexylcarbamoyloxy-5-methoxy-4-[2-methyl-3-(3-methyl-2-butenyl)oxiranyl]-1-oxaspiro[2,5]octane), O=[O+][O-] (ozone). The solvent is CO (methanol), ClCCl (dichloromethane). Reaction conditions: temperature 5 celsius, time 10 minute. Product: C1(CCCCC1)NC(=O)OC1C(C(C2(CO2)CC1)C1(OC1CCO)C)OC (6-cyclohexylcarbamoyloxy-4-[3-(2-hydroxyethyl)-2-methyloxiranyl]-5-methoxy-1-oxaspiro[2,5]-octane). Reaction SMILES: [CH:1]1([NH:7][C:8]([O:10][CH:11]2[CH2:18][CH2:17][C:14]3([O:16][CH2:15]3)[CH:13]([C:19]3([CH3:27])[CH:21]([CH2:22][CH:23]=C(C)C)[O:20]3)[CH:12]2[O:28][CH3:29])=[O:9])[CH2:6][CH2:5][CH2:4][CH2:3][CH2:2]1.[O:30]=[O+][O-]>CO.ClCCl>[CH:1]1([NH:7][C:8]([O:10][CH:11]2[CH2:18][CH2:17][C:14]3([O:16][CH2:15]3)[CH:13]([C:19]3([CH3:27])[CH:21]([CH2:22][CH2:23][OH:30])[O:20]3)[CH:12]2[O:28][CH3:29])=[O:9])[CH2:6][CH2:5][CH2:4][CH2:3][CH2:2]1. Procedure: To a solution of 6-cyclohexylcarbamoyloxy-5-methoxy-4-[2-methyl-3-(3-methyl-2-butenyl)oxiranyl]-1-oxaspiro[2,5]octane (20 mg) in a mixture of methanol (0.1 ml) and dichloromethane (5 ml) was passed through ozone at -78° C. for 3 minutes. Nitrogen was bubbled into the solution at the same temperature to remove excess ozone. The solvents were evaporated and the residue was dissolved in methanol (2 ml). To the solution was added sodium borohydride (10 mg) in one portion at 5° C. The mixture was sti... The reactants are O=c1ccccn1C(=S)n1ccccc1=O, ClCCl, Cc1ncn(-c2ccc(N)cc2C#N)n1. Product: Cc1ncn(-c2ccc(N=C=S)cc2C#N)n1. As a reaction SMILES: [C:16](=[S:17])([n:18]1[cH:19][cH:20][cH:21][cH:22][c:23]1=[O:24])[n:25]1[cH:26][cH:27][cH:28][cH:29][c:30]1=[O:31].[Cl:32][CH2:33][Cl:34].[NH2:1][c:2]1[cH:3][cH:4][c:5](-[n:10]2[n:11][c:12]([CH3:15])[n:13][cH:14]2)[c:6]([C:7]#[N:8])[cH:9]1>>[N:1]([c:2]1[cH:3][cH:4][c:5](-[n:10]2[n:11][c:12]([CH3:15])[n:13][cH:14]2)[c:6]([C:7]#[N:8])[cH:9]1)=[C:16]=[S:17].